Dataset: the Open Reaction Database (ORD), a public repository of structured organic reaction records. Task: describe an organic reaction: reactants, conditions, products, and yield The reactants are OC1(CCNCC1)C(=O)O (4-hydroxypiperidine-4-carboxylic acid), ClC(=O)OCC1=CC=CC=C1 (benzyl chloroformate), Cl (hydrochloric acid). The solvent is [OH-].[Na+] (sodium hydroxide), O1CCCC1 (tetrahydrofuran). Conditions: time 30 minute. Yields the product C(C1=CC=CC=C1)OC(=O)N1CCC(CC1)(C(=O)O)O (1-benzyloxycarbonyl-4-hydroxypiperidine-4-carboxylic acid). RXN SMILES: [OH:1][C:2]1([C:8]([OH:10])=[O:9])[CH2:7][CH2:6][NH:5][CH2:4][CH2:3]1.Cl[C:12]([O:14][CH2:15][C:16]1[CH:21]=[CH:20][CH:19]=[CH:18][CH:17]=1)=[O:13].Cl>[OH-].[Na+].O1CCCC1>[CH2:15]([O:14][C:12]([N:5]1[CH2:6][CH2:7][C:2]([OH:1])([C:8]([OH:10])=[O:9])[CH2:3][CH2:4]1)=[O:13])[C:16]1[CH:21]=[CH:20][CH:19]=[CH:18][CH:17]=1 |f:3.4|. Procedure details: The crude 4-hydroxypiperidine-4-carboxylic acid obtained in the above step (a) was dissolved in a mixed solvent of 1 N aqueous sodium hydroxide (1.4 ml) and tetrahydrofuran (2 ml), and the solution was added with benzyl chloroformate (0.1 ml). The reaction mixture was stirred at room temperature for 2 hours and 30 minutes, and then acidified with hydrochloric acid and extracted with ethyl acetate. The organic layer was washed with saturated brine and dried over anhydrous magnesium sulfate, and t... Starting materials: NC1=C(C=CC=C1)C(CN(CC1=C(C=C(C=C1)Cl)Cl)C1CC1)O (1-(2-aminophenyl)-2-[cyclopropyl-(2,4-dichlorobenzyl)amino]ethanol), S(O)(O)(=O)=O (sulfuric acid). The product is ClC=1C=C2C(CN(CC2=C(C1)Cl)C1CC1)C1=C(C=CC=C1)N (2-(6,8-dichloro-2-cyclopropyl-1,2,3,4-tetrahydroisoquinolin-4-yl)phenylamine). Reaction SMILES: [NH2:1][C:2]1[CH:7]=[CH:6][CH:5]=[CH:4][C:3]=1[CH:8](O)[CH2:9][N:10]([CH:20]1[CH2:22][CH2:21]1)[CH2:11][C:12]1[CH:17]=[CH:16][C:15]([Cl:18])=[CH:14][C:13]=1[Cl:19].S(=O)(=O)(O)O>>[Cl:18][C:15]1[CH:16]=[C:17]2[C:12](=[C:13]([Cl:19])[CH:14]=1)[CH2:11][N:10]([CH:20]1[CH2:22][CH2:21]1)[CH2:9][CH:8]2[C:3]1[CH:4]=[CH:5][CH:6]=[CH:7][C:2]=1[NH2:1]. Reported procedure: The three fractions can all, as described below for 1-(2-aminophenyl)-2-[cyclopropyl-(2,4-dichlorobenzyl)amino]ethanol under b), be cyclized with sulfuric acid to give 2-(6,8-dichloro-2-cyclopropyl-1,2,3,4-tetrahydroisoquinolin-4-yl)phenylamine.